Dataset: the Open Reaction Database (ORD), a public repository of structured organic reaction records. Task: describe an organic reaction: reactants, conditions, products, and yield Reactants: CC(=O)NCCn1cnc2cc(-c3ccc(=O)[nH]n3)ccc21, Cl, [Na+], [OH-]. Product: NCCn1cnc2cc(-c3ccc(=O)[nH]n3)ccc21. As a reaction SMILES: [C:1](=[O:2])([CH3:3])[NH:4][CH2:5][CH2:6][n:7]1[cH:8][n:9][c:10]2[c:11]1[cH:12][cH:13][c:14](-[c:16]1[cH:17][cH:18][c:19](=[O:22])[nH:20][n:21]1)[cH:15]2.[ClH:23].[Na+:25].[OH-:24]>>[NH2:4][CH2:5][CH2:6][n:7]1[cH:8][n:9][c:10]2[c:11]1[cH:12][cH:13][c:14](-[c:16]1[cH:17][cH:18][c:19](=[O:22])[nH:20][n:21]1)[cH:15]2. Reaction SMILES: [Cl:1][C:2]1[CH:17]=[CH:16][C:5]2=[N:6][C:7]3[CH2:8][CH2:9][N:10]([CH3:15])[CH2:11][C:12]=3[C:13](Cl)=[C:4]2[CH:3]=1.C1(O)C=CC=CC=1.[NH2:25][C:26]1[CH:31]=[CH:30][CH:29]=[CH:28][CH:27]=1.[OH-].[K+]>C(OCC)C>[NH:25]([C:13]1[C:12]2[CH2:11][N:10]([CH3:15])[CH2:9][CH2:8][C:7]=2[N:6]=[C:5]2[CH:16]=[CH:17][C:2]([Cl:1])=[CH:3][C:4]=12)[C:26]1[CH:31]=[CH:30][CH:29]=[CH:28][CH:27]=1 |f:3.4|. Yields the product N(C1=CC=CC=C1)C1=C2C(=NC=3CCN(CC13)C)C=CC(=C2)Cl (10-Anilino-8-chloro-1,2,3,4-tetrahydro-2-methylbenzo[b][1,6]naphthyridine). Solvent: C(C)OCC (diethyl ether). Reported procedure: By the method described for Example 14, a mixture of the compound of Example 6 (15.0 g, 0.0562 mol), 10.69 (0.115 mol) of phenol and 10.3 mol (0.115 mol) of aniline is reacted. Thereafter, the reaction mixture is slurried with a mixture of 10% aqueous potassium hydroxide and diethyl ether. The insoluble product is filtered and recrystallized from acetonitrile giving the title compound (13.0 g, 72%), m.p. 137°-139° C. Starting materials: ClC1=CC=2C(=NC=3CCN(CC3C2Cl)C)C=C1 (8,10-Dichloro-1,2,3,4-tetrahydro-2-methylbenzo[b][1,6]naphthyridine), 10.69, C1(=CC=CC=C1)O (phenol), NC1=CC=CC=C1 (aniline), [OH-].[K+] (potassium hydroxide). Reactants: CS(=O)(=O)OCC1=C(C(=CC=C1)[N+](=O)[O-])C (2-Methyl-3-nitrobenzyl methanesulfonate), [C-]#N.[Na+] (sodium cyanide). Run in C(C)#N (Acetonitrile), O (water). Conditions: temperature 87.5 celsius, time 15 minute. The product is CC1=C(C=CC=C1[N+](=O)[O-])CC#N (2-Methyl-3-nitro-phenylacetonitrile). As a reaction SMILES: CS(O[CH2:6][C:7]1[CH:12]=[CH:11][CH:10]=[C:9]([N+:13]([O-:15])=[O:14])[C:8]=1[CH3:16])(=O)=O.[C-:17]#[N:18].[Na+]>C(#N)C.O>[CH3:16][C:8]1[C:9]([N+:13]([O-:15])=[O:14])=[CH:10][CH:11]=[CH:12][C:7]=1[CH2:6][C:17]#[N:18] |f:1.2|. Procedure: 2-Methyl-3-nitrobenzyl methanesulfonate (207 g ) dissolved in Acetonitrile (625 ml). A solution of (41.5 g) sodium cyanide in 200 ml pure water was added to the above solution and refluxed at 80-95° C. until the completion of reaction. Acetonitrile was distilled out and 1000 ml water was added to the residue followed by addition of 1000 ml dichloromethane. The mixture was stirred for 15 minutes followed by extraction. Dichloromethane is distilled out from organic layer and Cyclohexane is to the ...